Dataset: the Open Reaction Database (ORD), a public repository of structured organic reaction records. Task: describe an organic reaction: reactants, conditions, products, and yield Starting materials: O=C([O-])[O-], COC(=O)C(O)C(=O)C(C)Oc1ccc(O)cc1, CC#N, Clc1ccc2oc(Cl)nc2c1, [K+], [K+]. The product is COC(=O)C(O)C(=O)C(C)Oc1ccc(Oc2nc3cc(Cl)ccc3o2)cc1. As a reaction SMILES: [C:19](=[O:20])([O-:21])[O-:22].[CH3:1][O:2][C:3]([CH:4]([OH:5])[C:6]([CH:7]([CH3:8])[O:9][c:10]1[cH:11][cH:12][c:13]([OH:16])[cH:14][cH:15]1)=[O:17])=[O:18].[CH3:36][C:37]#[N:38].[Cl:25][c:26]1[o:27][c:28]2[c:29]([n:30]1)[cH:31][c:32]([Cl:35])[cH:33][cH:34]2.[K+:23].[K+:24]>>[CH3:1][O:2][C:3]([CH:4]([OH:5])[C:6]([CH:7]([CH3:8])[O:9][c:10]1[cH:11][cH:12][c:13]([O:16][c:26]2[o:27][c:28]3[c:29]([n:30]2)[cH:31][c:32]([Cl:35])[cH:33][cH:34]3)[cH:14][cH:15]1)=[O:17])=[O:18]. Starting materials: CC(C)(Oc1cccc(C2CCCNC2)c1)C(=O)OCc1ccccc1, ClCCl, CCN=C=NCCCN(C)C, CC(C)c1ccc(OCC(=O)O)cc1, Cl. Product: CC(C)c1ccc(OCC(=O)N2CCCC(c3cccc(OC(C)(C)C(=O)OCc4ccccc4)c3)C2)cc1. Reaction SMILES: [CH2:1]([c:2]1[cH:3][cH:4][cH:5][cH:6][cH:7]1)[O:8][C:9]([C:10]([CH3:11])([O:12][c:13]1[cH:14][c:15]([CH:19]2[CH2:20][NH:21][CH2:22][CH2:23][CH2:24]2)[cH:16][cH:17][cH:18]1)[CH3:25])=[O:26].[CH2:53]([Cl:54])[Cl:55].[CH3:42][N:43]([CH3:44])[CH2:45][CH2:46][CH2:47][N:48]=[C:49]=[N:50][CH2:51][CH3:52].[CH:27]([CH3:28])([CH3:29])[c:30]1[cH:31][cH:32][c:33]([O:34][CH2:35][C:36](=[O:37])[OH:38])[cH:39][cH:40]1.[ClH:41]>>[CH2:1]([c:2]1[cH:3][cH:4][cH:5][cH:6][cH:7]1)[O:8][C:9]([C:10]([CH3:11])([O:12][c:13]1[cH:14][c:15]([CH:19]2[CH2:20][N:21]([C:36]([CH2:35][O:34][c:33]3[cH:32][cH:31][c:30]([CH:27]([CH3:28])[CH3:29])[cH:40][cH:39]3)=[O:37])[CH2:22][CH2:23][CH2:24]2)[cH:16][cH:17][cH:18]1)[CH3:25])=[O:26]. Starting materials: C1CCOC1, Cl, OC1(c2ccc(N3CCC3)nc2)CCC2(CC1)OCCO2, [Na+], [OH-]. The product is O=C1CCC(O)(c2ccc(N3CCC3)nc2)CC1. Reaction SMILES: [CH2:25]1[O:26][CH2:27][CH2:28][CH2:29]1.[ClH:22].[N:1]1([c:5]2[cH:6][cH:7][c:8]([C:11]3([OH:21])[CH2:12][CH2:13][C:14]4([O:15][CH2:18][CH2:17][O:16]4)[CH2:19][CH2:20]3)[cH:9][n:10]2)[CH2:2][CH2:3][CH2:4]1.[Na+:24].[OH-:23]>>[N:1]1([c:5]2[cH:6][cH:7][c:8]([C:11]3([OH:21])[CH2:12][CH2:13][C:14](=[O:15])[CH2:19][CH2:20]3)[cH:9][n:10]2)[CH2:2][CH2:3][CH2:4]1.